Dataset: the Open Reaction Database (ORD), a public repository of structured organic reaction records. Task: describe an organic reaction: reactants, conditions, products, and yield Reactants: Cl (hydrochloric acid), [H-].[Al+3].[Li+].[H-].[H-].[H-] (lithium aluminum hydride), C(C)(C)=C1CC2(CC1)C(C=C(CC2C)OC(C)C)=O (2-isopropylidene-8-isopropoxy-10-methylspiro[4.5]dec-7-en-6-one), O (water), enone. Run in CCOCC (ether). Conditions: time 45 minute. Yields the product C(C)(C)=C1CC2(CC1)C=CC(CC2C)=O (2-isopropylidene-10-methylspiro [4.5]-dec-6-en-8-one). As a reaction SMILES: [H-].[Al+3].[Li+].[H-].[H-].[H-].[C:7](=[C:10]1[CH2:14][CH2:13][C:12]2([CH:19]([CH3:20])[CH2:18][C:17]([O:21]C(C)C)=[CH:16][C:15]2=O)[CH2:11]1)([CH3:9])[CH3:8].O.Cl>CCOCC>[C:7](=[C:10]1[CH2:14][CH2:13][C:12]2([CH:19]([CH3:20])[CH2:18][C:17](=[O:21])[CH:16]=[CH:15]2)[CH2:11]1)([CH3:9])[CH3:8] |f:0.1.2.3.4.5|. Reported procedure: To a stirred suspension of lithium aluminum hydride (0.15 g, 4 mmol) in anhydrous ether (10 ml) was added 2-isopropylidene-8-isopropoxy-10-methylspiro[4.5]dec-7-en-6-one (2 g, 8 mmol), prepared according to Example 2. The mixture was heated at reflux for 1 hour and water cautiously added. The solution was mixed with 10% hydrochloric acid (30 mL) and agitated at room temperature for 45 minutes. The aqueous mixture was extracted with ether and the ether extracts washed with saturated sodium bicarb... Starting materials: COC(=O)Cc1cccc(OCCCCl)c1, Cl, [Na+], C1COCCO1, [OH-]. Product: O=C(O)Cc1cccc(OCCCCl)c1. Reaction SMILES: [Cl:1][CH2:2][CH2:3][CH2:4][O:5][c:6]1[cH:7][c:8]([CH2:12][C:13](=[O:14])[O:15][CH3:16])[cH:9][cH:10][cH:11]1.[ClH:19].[Na+:18].[O:20]1[CH2:21][CH2:22][O:23][CH2:24][CH2:25]1.[OH-:17]>>[Cl:1][CH2:2][CH2:3][CH2:4][O:5][c:6]1[cH:7][c:8]([CH2:12][C:13](=[O:14])[OH:15])[cH:9][cH:10][cH:11]1.